The task is: describe an organic reaction: reactants, conditions, products, and yield. This data is from the Open Reaction Database (ORD), a public repository of structured organic reaction records. Reactants: COC(=O)c1cccc(-c2cnc(N)c(-c3nc4ccccc4s3)c2)c1, COC(=O)c1ccc(-c2cnc(N)c(-c3nc4ccccc4s3)c2)cc1, [K+], [K+], O=C([O-])[O-], C1COCCO1, O. Product: Nc1ncc(-c2ccc(C(=O)O)cc2)cc1-c1nc2ccccc2s1. RXN SMILES: [CH3:1][O:2][C:3](=[O:4])[c:5]1[cH:6][cH:7][cH:8][c:9](-[c:10]2[cH:11][n:12][c:13]([NH2:14])[c:15](-[c:16]3[s:17][c:18]4[cH:19][cH:20][cH:21][cH:22][c:23]4[n:24]3)[cH:25]2)[cH:26]1.[CH3:27][O:28][C:29]([c:30]1[cH:31][cH:32][c:33](-[c:36]2[cH:37][n:38][c:39]([NH2:51])[c:40](-[c:42]3[s:43][c:44]4[c:45]([n:46]3)[cH:47][cH:48][cH:49][cH:50]4)[cH:41]2)[cH:34][cH:35]1)=[O:52].[K+:53].[K+:54].[O-:55][C:56]([O-:57])=[O:58].[O:59]1[CH2:60][CH2:61][O:62][CH2:63][CH2:64]1.[OH2:65]>>[O:28]=[C:29]([c:30]1[cH:31][cH:32][c:33](-[c:36]2[cH:37][n:38][c:39]([NH2:51])[c:40](-[c:42]3[s:43][c:44]4[c:45]([n:46]3)[cH:47][cH:48][cH:49][cH:50]4)[cH:41]2)[cH:34][cH:35]1)[OH:52]. The reactants are O.NN (hydrazine-hydrate), N([C@H](CC1=CC=CC=C1)C(=O)N[C@@H](CSCC1=CC=C(C)C=C1)C(=O)N[C@@H](CCCC)C(=O)N[C@@H](CC(N)=O)C(=O)N[C@@H](CC1=CC=CC=C1)C(=O)N[C@@H](CC1=CC=CC=C1)C(=O)OC)C(=O)OCC1=CC=CC=C1 (Z-(D)Phe-Cys(MBzl)-Nle-Asn-Phe-Phe-OMe). Solvent: CN(C=O)C (dimethylformamide). Run at time 2 day. Yields the product N([C@H](CC1=CC=CC=C1)C(=O)N[C@@H](CSCC1=CC=C(C)C=C1)C(=O)N[C@@H](CCCC)C(=O)N[C@@H](CC(N)=O)C(=O)N[C@@H](CC1=CC=CC=C1)C(=O)N[C@@H](CC1=CC=CC=C1)C(=O)NN)C(=O)OCC1=CC=CC=C1 (Z-(D)Phe-Cys(MBzl)-Nle-Asn-Phe-Phe-NHNH2). As a reaction SMILES: [OH2:1].[NH2:2][NH2:3].[NH:4]([C:69]([O:71][CH2:72][C:73]1[CH:78]=[CH:77][CH:76]=[CH:75][CH:74]=1)=[O:70])[C@@H:5]([C:13]([NH:15][C@H:16]([C:27]([NH:29][C@H:30]([C:35]([NH:37][C@H:38]([C:43]([NH:45][C@H:46]([C:54]([NH:56][C@H:57]([C:65](OC)=[O:66])[CH2:58][C:59]1[CH:64]=[CH:63][CH:62]=[CH:61][CH:60]=1)=[O:55])[CH2:47][C:48]1[CH:53]=[CH:52][CH:51]=[CH:50][CH:49]=1)=[O:44])[CH2:39][C:40](=[O:42])[NH2:41])=[O:36])[CH2:31][CH2:32][CH2:33][CH3:34])=[O:28])[CH2:17][S:18][CH2:19][C:20]1[CH:26]=[CH:25][C:23]([CH3:24])=[CH:22][CH:21]=1)=O)[CH2:6][C:7]1[CH:12]=[CH:11][CH:10]=[CH:9][CH:8]=1>CN(C)C=O>[NH:4]([C:69]([O:71][CH2:72][C:73]1[CH:78]=[CH:77][CH:76]=[CH:75][CH:74]=1)=[O:70])[C@@H:5]([C:13]([NH:15][C@H:16]([C:27]([NH:29][C@H:30]([C:35]([NH:37][C@H:38]([C:43]([NH:45][C@H:46]([C:54]([NH:56][C@H:57]([C:65]([NH:2][NH2:3])=[O:66])[CH2:58][C:59]1[CH:64]=[CH:63][CH:62]=[CH:61][CH:60]=1)=[O:55])[CH2:47][C:48]1[CH:53]=[CH:52][CH:51]=[CH:50][CH:49]=1)=[O:44])[CH2:39][C:40](=[O:42])[NH2:41])=[O:36])[CH2:31][CH2:32][CH2:33][CH3:34])=[O:28])[CH2:17][S:18][CH2:19][C:20]1[CH:21]=[CH:22][C:23]([CH3:24])=[CH:25][CH:26]=1)=[O:1])[CH2:6][C:7]1[CH:8]=[CH:9][CH:10]=[CH:11][CH:12]=1 |f:0.1|. Procedure details: 5 ml of hydrazine-hydrate are added to 5 g of Z-(D)Phe-Cys(MBzl)-Nle-Asn-Phe-Phe-OMe in 80 ml dimethylformamide and the mixture allowed to stand for 2 days at room temperature. The title compound is obtained after precipitation with methanol, filtration, washing with methanol and drying: [α]D20 =-32° (c=1.0 in dimethylformamide); decomposition at 248° C. Reactants: C(C)(=O)O[C@H]1C[C@@H](CC2=CC=C3[C@@H]4CC[C@H]([C@@H](C=C[C@@H](C(C)C)C)C)[C@]4(CC[C@@H]3[C@@]12C)C)OC(C)=O (1α,3β-diacetoxy-ergosta-5,7,22-trien). Solvent: CCOCC (ether). The product is C[C@H](/C=C/[C@H](C)C(C)C)[C@H]1CC[C@@H]\2[C@@]1(CCC/C2=C\C=C/3\C[C@H](C[C@@H](C3=C)O)O)C (1α-hydroxy vitamin D2). Isolated yield 33.1%. As a reaction SMILES: C([O:4][C@@H:5]1[C@@:30]2([CH3:31])[C:9](=[CH:10][CH:11]=[C:12]3[C@@H:29]2[CH2:28][CH2:27][C@@:26]2([CH3:32])[C@H:13]3[CH2:14][CH2:15][C@@H:16]2[C@H:17]([CH3:25])[CH:18]=[CH:19][C@H:20]([CH3:24])[CH:21]([CH3:23])[CH3:22])[CH2:8][C@@H:7]([O:33]C(=O)C)[CH2:6]1)(=O)C>CCOCC>[CH3:25][C@@H:17]([C@@H:16]1[C@@:26]2([CH3:32])[CH2:27][CH2:28][CH2:29]/[C:12](=[CH:11]\[CH:10]=[C:9]3\[CH2:8][C@@H:7]([OH:33])[CH2:6][C@H:5]([OH:4])[C:30]\3=[CH2:31])/[C@@H:13]2[CH2:14][CH2:15]1)/[CH:18]=[CH:19]/[C@@H:20]([CH:21]([CH3:22])[CH3:23])[CH3:24]. Reported procedure: 1α,3β-Diacetoxy-ergosta-5,7,22-trien (X) (200 mg) from Example 7 was dissolved in ether (400 ml) and the solution was irradiated with high pressure mercury lamp (UM-452, Ushio Electric Co., Ltd.) for 10 minutes. After distilling off ether under reduced pressure, ethanol (50 ml) was added and the mixture was heated under reflux for 1 hr. Subsequently, a solution of potassium hydroxide (1 g) in ethanol (10 ml) was added and further heated under reflux for 10 minutes. The whole reaction was carried... Starting materials: C12CNCC2C1C(=O)OCC (ethyl 3-azabicyclo[3.1.0]hexane-6-carboxylate), CN(C)C(=[N+](C)C)ON1C2=C(C=CC=C2)N=N1.[B-](F)(F)(F)F (TBTU), CCN(C(C)C)C(C)C (DIEA), C1(CC1)COC1=C(C=CC(=N1)C(=O)O)N1CC(C1)(F)F (6-cyclopropylmethoxy-5-(3,3-difluoro-azetidin-1-yl)-pyridine-2-carboxylic acid). The product is C(C)OC(=O)C1C2CN(CC12)C(=O)C1=NC(=C(C=C1)N1CC(C1)(F)F)OCC1CC1 (3-[6-Cyclopropylmethoxy-5-(3,3-difluoro-azetidin-1-yl)-pyridine-2-carbonyl]-3-aza-bicyclo[3.1.0]hexane-6-carboxylic acid ethyl ester). RXN SMILES: [CH:1]1([CH2:4][O:5][C:6]2[N:11]=[C:10]([C:12]([OH:14])=O)[CH:9]=[CH:8][C:7]=2[N:15]2[CH2:18][C:17]([F:20])([F:19])[CH2:16]2)[CH2:3][CH2:2]1.[CH:21]12[CH:26]([C:27]([O:29][CH2:30][CH3:31])=[O:28])[CH:25]1[CH2:24][NH:23][CH2:22]2.CN(C(ON1N=NC2C=CC=CC1=2)=[N+](C)C)C.[B-](F)(F)(F)F.CCN(C(C)C)C(C)C>>[CH2:30]([O:29][C:27]([CH:26]1[CH:25]2[CH:21]1[CH2:22][N:23]([C:12]([C:10]1[CH:9]=[CH:8][C:7]([N:15]3[CH2:18][C:17]([F:20])([F:19])[CH2:16]3)=[C:6]([O:5][CH2:4][CH:1]3[CH2:2][CH2:3]3)[N:11]=1)=[O:14])[CH2:24]2)=[O:28])[CH3:31] |f:2.3|. Procedure: In analogy to the procedure described in Example 47 b), 6-cyclopropylmethoxy-5-(3,3-difluoro-azetidin-1-yl)-pyridine-2-carboxylic acid (Example 1 b)) was reacted with ethyl 3-azabicyclo[3.1.0]hexane-6-carboxylate (179236-79-4) in the presence of TBTU and DIEA to obtain the title compound as colorless oil; MS (EI): m/e=422.5 [MH+]. The reactants are C(CCCC)OC1=CC=C(OCC2OC2)C=C1 (2-(4-pentoxyphenoxymethyl)oxirane), product, [Li]CCCC (n-BuLi), CCCCCC (hexane), C(CCCC#C)(=O)O (5-hexynoic acid). Solvent: CN(C)P(=O)(N(C)C)N(C)C (HMPA), O (water), CN(C)P(=O)(N(C)C)N(C)C (HMPA). Conditions: time 1.5 hour. Yields the product OC(CC#CCCCC(=O)O)COC1=CC=C(C=C1)OCCCCC (8-Hydroxy-9-(4-pentoxyphenoxy)-5-nonynoic acid). As a reaction SMILES: [C:1]([OH:8])(=[O:7])[CH2:2][CH2:3][CH2:4][C:5]#[CH:6].[Li]CCCC.CCCCCC.[CH2:20]([O:25][C:26]1[CH:36]=[CH:35][C:29]([O:30][CH2:31][CH:32]2[CH2:34][O:33]2)=[CH:28][CH:27]=1)[CH2:21][CH2:22][CH2:23][CH3:24]>CN(P(N(C)C)(N(C)C)=O)C.O>[OH:33][CH:32]([CH2:31][O:30][C:29]1[CH:28]=[CH:27][C:26]([O:25][CH2:20][CH2:21][CH2:22][CH2:23][CH3:24])=[CH:36][CH:35]=1)[CH2:34][C:6]#[C:5][CH2:4][CH2:3][CH2:2][C:1]([OH:8])=[O:7]. Procedure details: A dry flask equipped with an addition funnel and a mechanical stirrer under Ar was charged with 100 ml of HMPA and 9.7 g of 5-hexynoic acid. The flask was cooled in an ice water bath and a solution of n-BuLi in hexane (118 ml, 0.189 mole) was added dropwise. The resulting reaction mixture was stirred for 1.5 hr and then a solution of 24.5 g of 2-(4-pentoxyphenoxymethyl)oxirane, the product of Example 14a, in 20 ml of HMPA was added and stirring was continued for 2 days. The reaction mixture was ... The reactants are ClC=1C(=NC=C(C1)C(F)(F)F)F (3-chloro-2-fluoro-5-trifluoromethylpyridine), [N+](=O)([O-])C1=C(C=CC=C1)O (2-nitrophenol). Yields the product ClC=1C(=NC=C(C1)C(F)(F)F)OC1=C(C=CC=C1)[N+](=O)[O-] (2-(3-chloro-5-trifluoromethyl-2-pyridyloxy)nitrobenzene). Isolated yield 63.0%. RXN SMILES: [Cl:1][C:2]1[C:3](F)=[N:4][CH:5]=[C:6]([C:8]([F:11])([F:10])[F:9])[CH:7]=1.[N+:13]([C:16]1[CH:21]=[CH:20][CH:19]=[CH:18][C:17]=1[OH:22])([O-:15])=[O:14]>>[Cl:1][C:2]1[C:3]([O:22][C:17]2[CH:18]=[CH:19][CH:20]=[CH:21][C:16]=2[N+:13]([O-:15])=[O:14])=[N:4][CH:5]=[C:6]([C:8]([F:11])([F:10])[F:9])[CH:7]=1. Procedure: This material was prepared in 63% yield from 3-chloro-2-fluoro-5-trifluoromethylpyridine and 2-nitrophenol following the general procedure outlined in Example 104. The product was isolated as an amber oil which was characterized by IR and 1H NMR spectroscopy. Starting materials: O=C(n1ccnc1)n1ccnc1, NS(=O)(=O)c1ccc(C(=O)O)cc1, C1CCOC1, FC1CCNCC1, CN(C)C=O. Yields the product NS(=O)(=O)c1ccc(C(=O)N2CCC(F)CC2)cc1. As a reaction SMILES: [C:14]([n:15]1[cH:16][cH:17][n:18][cH:19]1)([n:20]1[cH:21][cH:22][n:23][cH:24]1)=[O:25].[C:1](=[O:2])([OH:3])[c:4]1[cH:5][cH:6][c:7]([S:10](=[O:11])(=[O:12])[NH2:13])[cH:8][cH:9]1.[CH2:33]1[O:34][CH2:35][CH2:36][CH2:37]1.[F:26][CH:27]1[CH2:28][CH2:29][NH:30][CH2:31][CH2:32]1.[O:38]=[CH:39][N:40]([CH3:41])[CH3:42]>>[C:1](=[O:3])([c:4]1[cH:5][cH:6][c:7]([S:10](=[O:11])(=[O:12])[NH2:13])[cH:8][cH:9]1)[N:30]1[CH2:29][CH2:28][CH:27]([F:26])[CH2:32][CH2:31]1. The reactants are ClC1=NC=C(C(=N1)C(F)(F)F)C(=O)OC (methyl 2-chloro-4-(trifluoromethyl)pyrimidine-5-carboxylate), ClC1=C(CN)C=CC(=C1)Cl (2,4-dichlorobenzyl amine), O1CCOCC1 (1,4-dioxane). Solvent: C(C)(=O)OCC (ethyl acetate). Conditions: time 21 hour. Yields the product ClC1=C(CNC2=NC=C(C(=N2)C(F)(F)F)C(=O)OC)C=CC(=C1)Cl (methyl 2-(2,4-dichlorobenzylamino)-4-(trifluoromethyl)pyrimidine-5-carboxylate). Reaction SMILES: Cl[C:2]1[N:7]=[C:6]([C:8]([F:11])([F:10])[F:9])[C:5]([C:12]([O:14][CH3:15])=[O:13])=[CH:4][N:3]=1.[Cl:16][C:17]1[CH:24]=[C:23]([Cl:25])[CH:22]=[CH:21][C:18]=1[CH2:19][NH2:20].O1CCOCC1>C(OCC)(=O)C>[Cl:16][C:17]1[CH:24]=[C:23]([Cl:25])[CH:22]=[CH:21][C:18]=1[CH2:19][NH:20][C:2]1[N:7]=[C:6]([C:8]([F:11])([F:10])[F:9])[C:5]([C:12]([O:14][CH3:15])=[O:13])=[CH:4][N:3]=1. Reported procedure: A mixture of methyl 2-chloro-4-(trifluoromethyl)pyrimidine-5-carboxylate (0.30 g), 2,4-dichlorobenzyl amine (818 μL), and 1,4-dioxane (3 mL) was stirred at room temperature for 21 hours. To the reaction liquid was added ethyl acetate (30 mL), washed with saturated brine (10 mL), and dried over anhydrous magnesium sulfate, and then the solvent was evaporated under reduced pressure. The residue was purified by silica gel column chromatography (eluent: hexane-ethyl acetate) to obtain methyl 2-(2,4-... The reactants are CCO, [Cl-], N, [NH4+], O=C(O)CN1C(=O)CSC1=S, CCOC(=O)C(=O)c1csc(NC(=O)Nc2c(C)cccc2C)n1. Yields the product CCOC(=O)C(=C1SC(=S)N(CC(=O)O)C1=O)c1csc(NC(=O)Nc2c(C)cccc2C)n1. As a reaction SMILES: [CH3:39][CH2:40][OH:41].[Cl-:36].[NH3:38].[NH4+:37].[S:25]1[C:26](=[S:27])[N:28]([CH2:32][C:33](=[O:34])[OH:35])[C:29](=[O:30])[CH2:31]1.[c:1]1([NH:9][C:10]([NH:11][c:12]2[s:13][cH:14][c:15]([C:17]([C:18](=[O:19])[O:20][CH2:21][CH3:22])=[O:23])[n:16]2)=[O:24])[c:2]([CH3:8])[cH:3][cH:4][cH:5][c:6]1[CH3:7]>>[c:1]1([NH:9][C:10]([NH:11][c:12]2[s:13][cH:14][c:15]([C:17]([C:18](=[O:19])[O:20][CH2:21][CH3:22])=[C:31]3[S:25][C:26](=[S:27])[N:28]([CH2:32][C:33](=[O:34])[OH:35])[C:29]3=[O:30])[n:16]2)=[O:24])[c:2]([CH3:8])[cH:3][cH:4][cH:5][c:6]1[CH3:7].